This data is from the Open Reaction Database (ORD), a public repository of structured organic reaction records. The task is: describe an organic reaction: reactants, conditions, products, and yield The reactants are C(C)(=O)[O-].[Na+] (Sodium acetate), FC(OC1=CC=C(C=C1)N1N=C(N=C1)C=1C=C(C=CC1)CCCN)(F)F (3-(3-(1-(4-(trifluoromethoxy)phenyl)-1H-1,2,4-triazol-3-yl)phenyl)propan-1-amine), C(C)(C)C1=C(C=CC(=C1)C)NC(=S)N (1-(2-isopropyl-4-methylphenyl)thiourea). Product: C(C)(C)C1=C(C=CC(=C1)C)NC(=S)NC(=O)NCCCC1=CC(=CC=C1)C1=NN(C=N1)C1=CC=C(C=C1)OC(F)(F)F (1-[(2-isopropyl-4-methyl-phenyl)carbamothioyl]-3-[3-[3-[1-[4-(trifluoromethoxy)phenyl]-1H-1,2,4-triazol-3-yl]phenyl]propyl]urea), solid. Yield: 37.0%. As a reaction SMILES: [F:1][C:2]([F:26])([F:25])[O:3][C:4]1[CH:9]=[CH:8][C:7]([N:10]2[CH:14]=[N:13][C:12]([C:15]3[CH:16]=[C:17]([CH2:21][CH2:22][CH2:23][NH2:24])[CH:18]=[CH:19][CH:20]=3)=[N:11]2)=[CH:6][CH:5]=1.[CH:27]([C:30]1[CH:35]=[C:34]([CH3:36])[CH:33]=[CH:32][C:31]=1[NH:37][C:38]([NH2:40])=[S:39])([CH3:29])[CH3:28].[C:41]([O-])(=[O:43])C.[Na+]>>[CH:27]([C:30]1[CH:35]=[C:34]([CH3:36])[CH:33]=[CH:32][C:31]=1[NH:37][C:38]([NH:40][C:41]([NH:24][CH2:23][CH2:22][CH2:21][C:17]1[CH:18]=[CH:19][CH:20]=[C:15]([C:12]2[N:13]=[CH:14][N:10]([C:7]3[CH:6]=[CH:5][C:4]([O:3][C:2]([F:1])([F:25])[F:26])=[CH:9][CH:8]=3)[N:11]=2)[CH:16]=1)=[O:43])=[S:39])([CH3:29])[CH3:28] |f:2.3|. Procedure: The title compound was prepared as described in Example 63 using 3-(3-(1-(4-(trifluoromethoxy)phenyl)-1H-1,2,4-triazol-3-yl)phenyl)propan-1-amine (CA18) and 1-(2-isopropyl-4-methylphenyl)thiourea. Sodium acetate was used in place of sodium bicarbonate. The title compound was isolated as a white solid (0.123 g, 37%): 1H NMR (400 MHz, DMSO-d6) δ 11.87 (s, 1H), 10.04 (s, 1H), 9.41 (s, 1H), 8.12-8.04 (m, 2H), 8.02-7.91 (m, 2H), 7.61 (ddd, J=7.9, 2.0, 1.0 Hz, 2H), 7.46 (t, J=7.6 Hz, 1H), 7.36 (dt, J=... Reactants: O=C(O)C(=O)O, Oc1ccccc1-c1nc(Cl)c2cc(F)ccc2n1, ClCCl, CC(C)CC(O)C(=O)N1CCNCC1. The product is CC(C)CC(O)C(=O)N1CCN(c2nc(-c3ccccc3O)nc3ccc(F)cc23)CC1. As a reaction SMILES: [C:20]([OH:21])(=[O:22])[C:23]([OH:24])=[O:25].[Cl:1][c:2]1[n:3][c:4](-[c:13]2[c:14]([OH:19])[cH:15][cH:16][cH:17][cH:18]2)[n:5][c:6]2[cH:7][cH:8][c:9]([F:12])[cH:10][c:11]12.[Cl:40][CH2:41][Cl:42].[OH:26][CH:27]([C:28](=[O:29])[N:30]1[CH2:31][CH2:32][NH:33][CH2:34][CH2:35]1)[CH2:36][CH:37]([CH3:38])[CH3:39]>>[c:2]1([N:33]2[CH2:32][CH2:31][N:30]([C:28]([CH:27]([OH:26])[CH2:36][CH:37]([CH3:38])[CH3:39])=[O:29])[CH2:35][CH2:34]2)[n:3][c:4](-[c:13]2[c:14]([OH:19])[cH:15][cH:16][cH:17][cH:18]2)[n:5][c:6]2[cH:7][cH:8][c:9]([F:12])[cH:10][c:11]12. The reactants are ClCCl, CC(C)(C)OC(=O)c1ccc(C(CC2CCOCC2)c2ccc(-c3ncc(CO)s3)[nH]2)cc1, O=C(O)C(F)(F)F. Yields the product O=C(O)c1ccc(C(CC2CCOCC2)c2ccc(-c3ncc(CO)s3)[nH]2)cc1. Reaction SMILES: [Cl:41][CH2:42][Cl:43].[OH:1][CH2:2][c:3]1[cH:4][n:5][c:6](-[c:8]2[cH:9][cH:10][c:11]([CH:13]([CH2:14][CH:15]3[CH2:16][CH2:17][O:18][CH2:19][CH2:20]3)[c:21]3[cH:22][cH:23][c:24]([C:25](=[O:26])[O:27][C:28]([CH3:29])([CH3:30])[CH3:31])[cH:32][cH:33]3)[nH:12]2)[s:7]1.[OH:34][C:35]([C:36]([F:37])([F:38])[F:39])=[O:40]>>[OH:1][CH2:2][c:3]1[cH:4][n:5][c:6](-[c:8]2[cH:9][cH:10][c:11]([CH:13]([CH2:14][CH:15]3[CH2:16][CH2:17][O:18][CH2:19][CH2:20]3)[c:21]3[cH:22][cH:23][c:24]([C:25](=[O:26])[OH:27])[cH:32][cH:33]3)[nH:12]2)[s:7]1. As a reaction SMILES: [CH2:2]([N+:3]([CH2:4][CH2:5][CH2:6][CH3:7])([CH2:8][CH2:9][CH2:10][CH3:11])[CH2:12][CH2:13][CH2:14][CH3:15])[CH2:16][CH2:17][CH3:18].[CH3:65][CH2:66][O:67][C:68]([CH3:69])=[O:70].[Cl:19][c:20]1[c:21](-[c:48]2[cH:49][cH:50][c:51]([N:54]3[CH2:55][CH2:56][CH2:57][CH2:58]3)[cH:52][cH:53]2)[cH:22][c:23]2[c:24]([n:25]([CH2:39][O:40][CH2:41][CH2:42][Si:43]([CH3:44])([CH3:45])[CH3:46])[c:26]([O:28][c:29]3[cH:30][cH:31][c:32]([CH3:38])[c:33]([C:34](=[O:35])[OH:36])[cH:37]3)[n:27]2)[cH:47]1.[F-:1].[O:59]1[CH2:60][CH2:61][O:62][CH2:63][CH2:64]1>>[Cl:19][c:20]1[c:21](-[c:48]2[cH:49][cH:50][c:51]([N:54]3[CH2:55][CH2:56][CH2:57][CH2:58]3)[cH:52][cH:53]2)[cH:22][c:23]2[c:24]([nH:25][c:26]([O:28][c:29]3[cH:30][cH:31][c:32]([CH3:38])[c:33]([C:34](=[O:35])[OH:36])[cH:37]3)[n:27]2)[cH:47]1. The reactants are CCCC[N+](CCCC)(CCCC)CCCC, CCOC(C)=O, Cc1ccc(Oc2nc3cc(-c4ccc(N5CCCC5)cc4)c(Cl)cc3n2COCC[Si](C)(C)C)cc1C(=O)O, [F-], C1COCCO1. Product: Cc1ccc(Oc2nc3cc(-c4ccc(N5CCCC5)cc4)c(Cl)cc3[nH]2)cc1C(=O)O. Starting materials: CO, COc1cccc(-c2nc(C(=O)c3ccc([N+](=O)[O-])c(OC)c3)n3ccccc23)c1, NN, O. Yields the product COc1cccc(-c2nc(C(=O)c3ccc(N)c(OC)c3)n3ccccc23)c1. Reaction SMILES: [CH3:34][OH:35].[CH3:4][O:5][c:6]1[cH:7][c:8]([C:15](=[O:16])[c:17]2[n:18][c:19](-[c:26]3[cH:27][c:28]([O:32][CH3:33])[cH:29][cH:30][cH:31]3)[c:20]3[n:21]2[cH:22][cH:23][cH:24][cH:25]3)[cH:9][cH:10][c:11]1[N+:12]([O-:13])=[O:14].[NH2:2][NH2:3].[OH2:1]>>[CH3:4][O:5][c:6]1[cH:7][c:8]([C:15](=[O:16])[c:17]2[n:18][c:19](-[c:26]3[cH:27][c:28]([O:32][CH3:33])[cH:29][cH:30][cH:31]3)[c:20]3[n:21]2[cH:22][cH:23][cH:24][cH:25]3)[cH:9][cH:10][c:11]1[NH2:12]. Starting materials: C(C)(=O)NC1=NC2=C(C=C(C=C2C=C1)OC)[N+](=O)[O-] (2-acetamido-6-methoxy-8-nitroquinoline), C(C)(=O)O (acetic acid). The reagents and catalysts are [Fe] (iron). Run in O (water). Reaction conditions: time 18 hour. The product is C(C)(=O)NC1=NC2=C(C=C(C=C2C=C1)OC)N (2-acetamido-8-amino-6-methoxyquinoline). Isolated yield 78.9%. RXN SMILES: [C:1]([NH:4][C:5]1[CH:14]=[CH:13][C:12]2[C:7](=[C:8]([N+:17]([O-])=O)[CH:9]=[C:10]([O:15][CH3:16])[CH:11]=2)[N:6]=1)(=[O:3])[CH3:2].C(O)(=O)C>[Fe].O>[C:1]([NH:4][C:5]1[CH:14]=[CH:13][C:12]2[C:7](=[C:8]([NH2:17])[CH:9]=[C:10]([O:15][CH3:16])[CH:11]=2)[N:6]=1)(=[O:3])[CH3:2]. Reported procedure: A mixture of 10.5 g (0.04 mole) of crude 2-acetamido-6-methoxy-8-nitroquinoline, 14 g of iron filings, 2 ml of glacial acetic acid, and 120 ml of water was stirred on the steam bath for 18 hr. The mixture was filtered and the solid residue was washed thoroughly with acetone. The acetone washings were concentrated and the residue was eluted through a short silica gel column with methylene chloride to give 7.3 g (78%) of 2-acetamido-8-amino-6-methoxyquinoline. A sample recrystallized from 95% etha... The reactants are O=C([O-])O, COCOc1cnccc1OCc1ccccc1, Cl, [Na+]. The product is Oc1cnccc1OCc1ccccc1. RXN SMILES: [C:20](=[O:21])([OH:22])[O-:23].[CH2:1]([c:2]1[cH:3][cH:4][cH:5][cH:6][cH:7]1)[O:8][c:9]1[c:10]([O:15][CH2:16][O:17][CH3:18])[cH:11][n:12][cH:13][cH:14]1.[ClH:19].[Na+:24]>>[CH2:1]([c:2]1[cH:3][cH:4][cH:5][cH:6][cH:7]1)[O:8][c:9]1[c:10]([OH:15])[cH:11][n:12][cH:13][cH:14]1. Procedure: 50 g of sodium carbonate was added at room temperature to a mixed solution of 400 ml water and 400 ml dioxane containing 10 g of the unpurified 3,4-dibromomethyl-5,5,8,8-tetramethyl-5,6,7,8-tetrahydronaphthalene, and the mixture was heated under reflux for 11 hours. The dioxane was removed, and then the residue was extracted with ethyl acetate. The organic layer was washed with brine, dried over anhydrous magnesium sulfate and then evaporated. The resulting residue was subjected to silica gel co... The solvent is O1CCOCC1 (dioxane). Starting materials: C([O-])([O-])=O.[Na+].[Na+] (sodium carbonate), O (water), BrCC=1C=CC=2C(CCC(C2C1CBr)(C)C)(C)C (3,4-dibromomethyl-5,5,8,8-tetramethyl-5,6,7,8-tetrahydronaphthalene). As a reaction SMILES: [C:1](=[O:4])([O-])[O-].[Na+].[Na+].[OH2:7].Br[CH2:9][C:10]1[CH:11]=[CH:12][C:13]2[C:14]([CH3:25])([CH3:24])[CH2:15][CH2:16][C:17]([CH3:23])([CH3:22])[C:18]=2[C:19]=1CBr>O1CCOCC1>[OH:7][CH2:9][C:10]1[CH:11]=[CH:12][C:13]2[C:14]([CH3:25])([CH3:24])[CH2:15][CH2:16][C:17]([CH3:23])([CH3:22])[C:18]=2[C:19]=1[CH2:1][OH:4] |f:0.1.2|. Product: OCC=1C=CC=2C(CCC(C2C1CO)(C)C)(C)C (3,4-Dihydroxymethyl-5,6,7,8-tetrahydro-5,5,8,8-tetramethylnaphthalene). The reactants are C(CCC)[C@@H]1CC[C@H](CC1)O (trans-4-n-butylcyclohexanol), C1(=CC=C(C=C1)S(=O)(=O)O)C (p-toluenesulfonic acid), NC1(NC2=C(C=CC=3C(C4=CC=CC=C4C(C23)=O)=O)C(=O)O)CC=C(C=C1)CCCC (1-amino-4-n-butylanilinoanthraquinone-2-carboxylic acid). Solvent: ClC1=C(C=CC=C1)Cl (orthodichlorobenzene). The product is C(CCC)[C@@H]1CC[C@H](CC1)OC(=O)C1=C(C=2C(C3=CC=CC=C3C(C2C=C1)=O)=O)NC1(CC=C(C=C1)CCCC)N (1-amino-4-n-butylanilinoanthraquinone-2-carboxylic acid-trans-4-n-butylcyclohexyl ester). Yield: 46.4%. Reaction SMILES: [CH2:1]([C@H:5]1[CH2:10][CH2:9][C@H:8]([OH:11])[CH2:7][CH2:6]1)[CH2:2][CH2:3][CH3:4].C1(C)C=CC(S(O)(=O)=O)=CC=1.[NH2:23][C:24]1([CH:49]=[CH:48][C:47]([CH2:50][CH2:51][CH2:52][CH3:53])=[CH:46][CH2:45]1)[NH:25][C:26]1[C:39]2[C:38](=[O:40])[C:37]3[C:32](=[CH:33][CH:34]=[CH:35][CH:36]=3)[C:31](=[O:41])[C:30]=2[CH:29]=[CH:28][C:27]=1[C:42](O)=[O:43]>ClC1C=CC=CC=1Cl>[CH2:1]([C@H:5]1[CH2:6][CH2:7][C@H:8]([O:11][C:42]([C:27]2[CH:28]=[CH:29][C:30]3[C:31](=[O:41])[C:32]4[C:37](=[CH:36][CH:35]=[CH:34][CH:33]=4)[C:38](=[O:40])[C:39]=3[C:26]=2[NH:25][C:24]2([NH2:23])[CH:45]=[CH:46][C:47]([CH2:50][CH2:51][CH2:52][CH3:53])=[CH:48][CH2:49]2)=[O:43])[CH2:9][CH2:10]1)[CH2:2][CH2:3][CH3:4]. Procedure: To 200 ml of orthodichlorobenzene were added 31.6 g of trans-4-n-butylcyclohexanol, 5.6 g of p-toluenesulfonic acid, and 28 g of 1-amino-4-n-butylanilinoanthraquinone-2-carboxylic acid. The mixture was heated slowly to 110° to 115° C. and maintained at this temperature for 17 hours with stirring. The orthochlorobenzene solution was concentrated to 70 ml under reduced pressure, and 1500 ml of methanol was added. The resulting precipitates was filtered out and then purified by column chromatograph... Reactants: Br, CCc1nc(-c2ccc(OC(F)(F)F)cc2OC)c(OC)nc1N, Br[Cu]Br, O=N[O-], [Na+], O. Yields the product CCc1nc(-c2ccc(OC(F)(F)F)cc2OC)c(OC)nc1Br. Reaction SMILES: [BrH:29].[CH2:5]([CH3:6])[c:7]1[c:8]([NH2:28])[n:9][c:10]([O:26][CH3:27])[c:11](-[c:13]2[c:14]([O:24][CH3:25])[cH:15][c:16]([O:19][C:20]([F:21])([F:22])[F:23])[cH:17][cH:18]2)[n:12]1.[Cu:31]([Br:32])[Br:33].[N:1]([O-:2])=[O:3].[Na+:4].[OH2:30]>>[CH2:5]([CH3:6])[c:7]1[c:8]([Br:29])[n:9][c:10]([O:26][CH3:27])[c:11](-[c:13]2[c:14]([O:24][CH3:25])[cH:15][c:16]([O:19][C:20]([F:21])([F:22])[F:23])[cH:17][cH:18]2)[n:12]1.